Dataset: the Open Reaction Database (ORD), a public repository of structured organic reaction records. Task: describe an organic reaction: reactants, conditions, products, and yield The reactants are OC1=CC=C(C(=O)OCC)C=C1 (ethyl p-hydroxybenzoate), C(C1=CC(C(=O)Cl)=CC=C1)(=O)Cl (isophthalic dichloride). Product: C(C)OC(=O)C1=CC=C(C=C1)OC(C1=CC(C(=O)OC2=CC=C(C=C2)C(=O)OCC)=CC=C1)=O (di(p-ethoxycarbonylphenyl)isophthalate). As a reaction SMILES: [OH:1][C:2]1[CH:12]=[CH:11][C:5]([C:6]([O:8][CH2:9][CH3:10])=[O:7])=[CH:4][CH:3]=1.[C:13](Cl)(=[O:23])[C:14]1[CH:22]=[CH:21][CH:20]=[C:16]([C:17](Cl)=[O:18])[CH:15]=1>>[CH2:9]([O:8][C:6]([C:5]1[CH:4]=[CH:3][C:2]([O:1][C:13](=[O:23])[C:14]2[CH:22]=[CH:21][CH:20]=[C:16]([C:17]([O:1][C:2]3[CH:3]=[CH:4][C:5]([C:6]([O:8][CH2:9][CH3:10])=[O:7])=[CH:11][CH:12]=3)=[O:18])[CH:15]=2)=[CH:12][CH:11]=1)=[O:7])[CH3:10]. Procedure details: A similar procedure to Example 5 is carried out by using ethyl p-hydroxybenzoate and isophthalic dichloride. The reaction product is recrystallized from chloroform-ethyl acetate (1:1) to yield di(p-ethoxycarbonylphenyl)isophthalate, m.p. 123°-125° C., as white crystals.